From a dataset of the Open Reaction Database (ORD), a public repository of structured organic reaction records. describe an organic reaction: reactants, conditions, products, and yield The reactants are C(C)OC(=O)C1=C(C2=C(C(C=C(O2)C2=CC(=C(C=C2)NC(C(C)(C)C)=O)F)=O)C(=C1F)NC(C(C)(C)C)=O)F (7-ethoxycarbonyl-6,8-difluoro-2-(3-fluoro-4-pivaloylaminophenyl)-5-pivaloylamino-4H-1-benzopyran-4-one), S(O)(O)(=O)=O (sulfuric acid), Example 87 ( 2 ). Product: NC1=C(C(=C(C2=C1C(C=C(O2)C2=CC(=C(C=C2)N)F)=O)F)C(=O)OCC)F (5-Amino-2-(4-amino-3-fluorophenyl)-7-ethoxycarbonyl-6,8-difluoro-4H-1-benzopyran-4-one). Isolated yield 0.1%. RXN SMILES: [CH2:1]([O:3][C:4]([C:6]1[C:30]([F:31])=[C:29]([NH:32]C(=O)C(C)(C)C)[C:9]2[C:10](=[O:28])[CH:11]=[C:12]([C:14]3[CH:19]=[CH:18][C:17]([NH:20]C(=O)C(C)(C)C)=[C:16]([F:27])[CH:15]=3)[O:13][C:8]=2[C:7]=1[F:39])=[O:5])[CH3:2].S(=O)(=O)(O)O>>[NH2:32][C:29]1[C:9]2[C:10](=[O:28])[CH:11]=[C:12]([C:14]3[CH:19]=[CH:18][C:17]([NH2:20])=[C:16]([F:27])[CH:15]=3)[O:13][C:8]=2[C:7]([F:39])=[C:6]([C:4]([O:3][CH2:1][CH3:2])=[O:5])[C:30]=1[F:31]. Procedure: 740 mg (1.36 mol) of the above 7-ethoxycarbonyl-6,8-difluoro-2-(3-fluoro-4-pivaloylaminophenyl)-5-pivaloylamino-4H-1-benzopyran-4-one was subjected to the depivaloylation with concentrated sulfuric acid substantially in the same manner as that in Example 87 (2). The resulting solution was adjusted to pH 7 and extracted once with ethyl acetate. The organic layer was washed once with an aqueous saturated solution of sodium chloride and dried over anhydrous sodium sulfate. The solvent was distilled...